From a dataset of the Open Reaction Database (ORD), a public repository of structured organic reaction records. describe an organic reaction: reactants, conditions, products, and yield The product is CC1=CC(=O)C=C2CC(C)C3C4CCC(=O)C4(C)CCC3C12C. As a reaction SMILES: [CH3:1][CH:2]1[CH2:3][C:4](=[O:23])[CH:5]=[C:6]2[CH2:7][CH:8]([CH3:22])[CH:9]3[CH:10]4[CH2:11][CH2:12][C:13](=[O:21])[C:14]4([CH3:15])[CH2:16][CH2:17][CH:18]3[C:19]12[CH3:20].[Cl:24][C:25]1=[C:36]([Cl:37])[C:34](=[O:35])[C:31]([C:32]#[N:33])=[C:28]([C:29]#[N:30])[C:26]1=[O:27].[O:38]1[CH2:39][CH2:40][O:41][CH2:42][CH2:43]1>>[CH3:1][C:2]1=[CH:3][C:4](=[O:23])[CH:5]=[C:6]2[CH2:7][CH:8]([CH3:22])[CH:9]3[CH:10]4[CH2:11][CH2:12][C:13](=[O:21])[C:14]4([CH3:15])[CH2:16][CH2:17][CH:18]3[C:19]12[CH3:20]. Reactants: CC1CC2=CC(=O)CC(C)C2(C)C2CCC3(C)C(=O)CCC3C12, N#CC1=C(C#N)C(=O)C(Cl)=C(Cl)C1=O, C1COCCO1. Yields the product C(C)OC(C(=O)O)CC=1C=C2C=CN(C2=CC1)CC=1N=C(OC1C)C1=CC=C(C=C1)F (Rac-2-Ethoxy-3-{1-[2-(4-fluoro-phenyl)-5-methyl-oxazol-4-ylmethyl]-1H-indol-5-yl}-propionic Acid). Procedure: Starting from rac-2-ethoxy-3-(1H-indol-5-yl)-propionic acid ethyl ester and 4-chloromethyl-2-(4-fluoro-phenyl)-5-methyl-oxazole, the title compound was obtained in 39% yield as a colourless solid. MS: (M+H)30 423.3. RXN SMILES: C([O:3][C:4](=[O:19])[CH:5]([O:16][CH2:17][CH3:18])[CH2:6][C:7]1[CH:8]=[C:9]2[C:13](=[CH:14][CH:15]=1)[NH:12][CH:11]=[CH:10]2)C.Cl[CH2:21][C:22]1[N:23]=[C:24]([C:28]2[CH:33]=[CH:32][C:31]([F:34])=[CH:30][CH:29]=2)[O:25][C:26]=1[CH3:27]>>[CH2:17]([O:16][CH:5]([CH2:6][C:7]1[CH:8]=[C:9]2[C:13](=[CH:14][CH:15]=1)[N:12]([CH2:21][C:22]1[N:23]=[C:24]([C:28]3[CH:33]=[CH:32][C:31]([F:34])=[CH:30][CH:29]=3)[O:25][C:26]=1[CH3:27])[CH:11]=[CH:10]2)[C:4]([OH:3])=[O:19])[CH3:18]. The reactants are C(C)OC(C(CC=1C=C2C=CNC2=CC1)OCC)=O (rac-2-ethoxy-3-(1H-indol-5-yl)-propionic acid ethyl ester), ClCC=1N=C(OC1C)C1=CC=C(C=C1)F (4-chloromethyl-2-(4-fluoro-phenyl)-5-methyl-oxazole). The yield is 39.0%. Reactants: S(O)(O)(=O)=O (Sulfuric acid), [OH-].[Na+] (NaOH), FC(C1=CC(=NC(=C1)C1=C(C=CC=C1)C(F)(F)F)N)(F)F (4-trifluoromethyl-6-(2-trifluoromethyl-phenyl)-pyridin-2-ylamine), [N+](=O)(O)[O-] (Nitric acid). The solvent is ice water. Run at temperature 0 celsius, time 1 hour. The product is [N+](=O)([O-])C=1C(=NC(=CC1C(F)(F)F)C1=C(C=CC=C1)C(F)(F)F)N (3-nitro-4-trifluoromethyl-6-(2-trifluoromethyl-phenyl)-pyridin-2-ylamine). As a reaction SMILES: S(=O)(=O)(O)O.[F:6][C:7]([F:26])([F:25])[C:8]1[CH:13]=[C:12]([C:14]2[CH:19]=[CH:18][CH:17]=[CH:16][C:15]=2[C:20]([F:23])([F:22])[F:21])[N:11]=[C:10]([NH2:24])[CH:9]=1.[N+:27]([O-])([OH:29])=[O:28].[OH-].[Na+]>>[N+:27]([C:9]1[C:10]([NH2:24])=[N:11][C:12]([C:14]2[CH:19]=[CH:18][CH:17]=[CH:16][C:15]=2[C:20]([F:22])([F:21])[F:23])=[CH:13][C:8]=1[C:7]([F:6])([F:25])[F:26])([O-:29])=[O:28] |f:3.4|. Procedure: Sulfuric acid (10 mL) was placed in a 100 mL two-necked round-bottomed flask fitted with a magnetic stir bar and an internal thermometer and cooled to 0° C. 4-Trifluoromethyl-6-(2-trifluoromethyl-phenyl)-pyridin-2-ylamine (720 mg, 2.35 mmol, prepared as described in STEP C above) was added portion wise so that the internal temperature did not exceed 5° C. The resulting mixture was stirred at 0° C. for 1 h. Nitric acid (106 μL, 2.35 mmol) was added slowly, keeping the internal temperature below 1... Reactants: Cl.Cl.FC1=CC=C(C=C1)C1(OCCO1)CCCN(C)CCN1CCC(CC1)OC1=CC=C(C=C1)F (1-{2-{N-{3-[2-(4-fluorophenyl)-1,3-dioxolan-2-yl]propyl}-N-methylamino}ethyl}-4-(4-fluorophenoxy)piperidine dihydrochloride), Cl (HCl), C1(=C(C(=C(C(=C1F)F)F)N)F)N.Cl.Cl (dihydrochloride). The solvent is CO (methanol). Product: Cl.Cl.FC1=CC=C(C=C1)C(CCCN(C)CCN1CCC(CC1)C1=CC=C(C=C1)F)=O (1-{2-{N-[4-(4-Fluorophenyl)-4-oxobutyl]-N-methylamino}ethyl}-4-(4-fluorophenyl)piperidine dihydrochloride). RXN SMILES: [ClH:1].Cl.[F:3][C:4]1[CH:9]=[CH:8][C:7]([C:10]2([CH2:15][CH2:16][CH2:17][N:18]([CH2:20][CH2:21][N:22]3[CH2:27][CH2:26][CH:25](OC4C=CC(F)=CC=4)[CH2:24][CH2:23]3)[CH3:19])[O:14]CCO2)=[CH:6][CH:5]=1.Cl.[C:37]1(N)[C:42]([F:43])=[C:41](F)[C:40](F)=[C:39](N)[C:38]=1F.Cl.Cl>CO>[ClH:1].[ClH:1].[F:3][C:4]1[CH:5]=[CH:6][C:7]([C:10](=[O:14])[CH2:15][CH2:16][CH2:17][N:18]([CH2:20][CH2:21][N:22]2[CH2:23][CH2:24][CH:25]([C:39]3[CH:38]=[CH:37][C:42]([F:43])=[CH:41][CH:40]=3)[CH2:26][CH2:27]2)[CH3:19])=[CH:8][CH:9]=1 |f:0.1.2,4.5.6,8.9.10|. Procedure: A suspension of 11.4 g (21.4 mmol) of 1-{2-{N-{3-[2-(4-fluorophenyl)-1,3-dioxolan-2-yl]propyl}-N-methylamino}ethyl}-4-(4-fluorophenoxy)piperidine dihydrochloride, 260 ml of methanol and 130 ml of 3N HCl was heated at reflux for 3 hours under nitrogen. The mixture was allowed to cool to room temperature and the methanol evaporated. The mixture was made basic with saturated sodium carbonate, extracted twice with ether, washed with saturated sodium chloride and dried over potassium carbonate. Evapo... Starting materials: N1=CC=CC2=CC=CC=C12 (quinoline), CC1(NC2=CC=CC=C2C(=C1)C)C (2,2,4-trimethyl-1,2-dihydroquinoline). Yields the product CC1(NC2CCCCC2C(C1)C)C (2,2,4-trimethyldecahydroquinoline), 6-[4'-(2,2,4-trimethyl-1,2-dihydroquinolyl)]-2,2,4-trimethyl-1,2-dihydroquinoline. Reaction SMILES: N1C2C(=CC=CC=2)C=CC=1.[CH3:11][C:12]1([CH3:23])[CH:21]=[C:20]([CH3:22])[C:19]2[C:14](=[CH:15][CH:16]=[CH:17][CH:18]=2)[NH:13]1>>[CH3:11][C:12]1([CH3:23])[CH2:21][CH:20]([CH3:22])[CH:19]2[CH:14]([CH2:15][CH2:16][CH2:17][CH2:18]2)[NH:13]1. Procedure: The dimer of 2,2,4-trimethyldecahydroquinoline was prepared by hydrogenation of the timer of the unsaturated quinoline. In the process of preparing 2,2,4-trimethyl-1,2-dihydroquinoline (TMDQ) an amount of the dimer product is also formed. This TMDQ dimer can be separated out of the TMDQ and itself used to prepare substituted decahydroquinolines of the invention. 6-[4'-(2,2,4-trimethyl-1,2-dihydroquinolyl)]-2,2,4-trimethyl-1,2-dihydroquinoline was obtained by distillation and separation of the ch...